From a dataset of the Open Reaction Database (ORD), a public repository of structured organic reaction records. describe an organic reaction: reactants, conditions, products, and yield Reactants: ClC1=NC(=NC(=C1)NC1=C(C(=CC=C1)C)C)SCC(=O)OCC ([4-chloro-6-(2,3-xylidino)-2-pyrimidinylthio] acetic acid, ethyl ester), [OH-].[NH4+] (ammonium hydroxide). Run in C(C)O (Ethanol). Reaction conditions: time 3 day. Product: ClC1=NC(=NC(=C1)NC1=C(C(=CC=C1)C)C)SCC(=O)N ([4-Chloro-6-(2,3-xylidino)-2-pyrimidinylthio]acetamide). Reaction SMILES: [Cl:1][C:2]1[CH:7]=[C:6]([NH:8][C:9]2[CH:14]=[CH:13][CH:12]=[C:11]([CH3:15])[C:10]=2[CH3:16])[N:5]=[C:4]([S:17][CH2:18][C:19]([O:21]CC)=O)[N:3]=1.[OH-].[NH4+:25]>C(O)C>[Cl:1][C:2]1[CH:7]=[C:6]([NH:8][C:9]2[CH:14]=[CH:13][CH:12]=[C:11]([CH3:15])[C:10]=2[CH3:16])[N:5]=[C:4]([S:17][CH2:18][C:19]([NH2:25])=[O:21])[N:3]=1 |f:1.2|. Reported procedure: 5.0 g of [4-chloro-6-(2,3-xylidino)-2-pyrimidinylthio] acetic acid, ethyl ester was added to 40 ml of concentrated ammonium hydroxide. Ethanol (40 ml) was then added and the reaction mixture was boiled to give a clear solution. This solution then stood at room temperature for three days. The precipitate thus formed was collected and recrystallized from ethanol giving 3.0 g of product, mp. 188°-191°C.